From a dataset of the Open Reaction Database (ORD), a public repository of structured organic reaction records. describe an organic reaction: reactants, conditions, products, and yield Solvent: C(C)#N (acetonitrile). The yield is 43.0%. Starting materials: ClCC(C(C)(C)NC(C1=CC(=CC(=C1)Cl)Cl)=O)=O (N-(3'-chloro-1',1'-dimethylacetonyl)-3,5-dichlorobenzamide), [C-]#N.[Na+] (sodium cyanide), O (water), C(Cl)Cl (methylene chloride). Procedure details: N-(3'-chloro-1',1'-dimethylacetonyl)-3,5-dichlorobenzamide (30 gm, 0.0972 m), sodium cyanide (15 gm, 0.306 m) and 18-crown-6 (1 gm) were dissolved in 300 ml of acetonitrile in a round bottom flask under a nitrogen atmosphere. The mixture was heated to reflux for about 4 hours. The contents of the flask were then cooled and transferred to a separatory funnel along with 100 ml of water and 500 ml of methylene chloride and mixed well. The aqueous layer was discarded and the organic layer was washed... The reagents and catalysts are C1COCCOCCOCCOCCOCCO1 (18-crown-6). As a reaction SMILES: Cl[CH2:2][C:3](=[O:18])[C:4]([NH:7][C:8](=[O:17])[C:9]1[CH:14]=[C:13]([Cl:15])[CH:12]=[C:11]([Cl:16])[CH:10]=1)([CH3:6])[CH3:5].[C-:19]#[N:20].[Na+].O.C(Cl)Cl>C(#N)C.C1OCCOCCOCCOCCOCCOC1>[C:19]([CH2:2][C:3](=[O:18])[C:4]([NH:7][C:8](=[O:17])[C:9]1[CH:14]=[C:13]([Cl:15])[CH:12]=[C:11]([Cl:16])[CH:10]=1)([CH3:6])[CH3:5])#[N:20] |f:1.2|. Yields the product C(#N)CC(C(C)(C)NC(C1=CC(=CC(=C1)Cl)Cl)=O)=O (N-(3'-cyano-1',1'-dimethylacetonyl)-3,5-dichlorobenzamide). Starting materials: COc1ccc(C2=CCC(N3CC(NC(=O)CNC(=O)c4cccc(C(F)(F)F)c4)C3)CC2)cn1, CO. The product is COc1ccc(C2CCC(N3CC(NC(=O)CNC(=O)c4cccc(C(F)(F)F)c4)C3)CC2)cn1. As a reaction SMILES: [CH3:1][O:2][c:3]1[cH:4][cH:5][c:6]([C:9]2=[CH:10][CH2:11][CH:12]([N:15]3[CH2:16][CH:17]([NH:19][C:20](=[O:21])[CH2:22][NH:23][C:24]([c:25]4[cH:26][c:27]([C:31]([F:32])([F:33])[F:34])[cH:28][cH:29][cH:30]4)=[O:35])[CH2:18]3)[CH2:13][CH2:14]2)[cH:7][n:8]1.[CH3:36][OH:37]>>[CH3:1][O:2][c:3]1[cH:4][cH:5][c:6]([CH:9]2[CH2:10][CH2:11][CH:12]([N:15]3[CH2:16][CH:17]([NH:19][C:20](=[O:21])[CH2:22][NH:23][C:24]([c:25]4[cH:26][c:27]([C:31]([F:32])([F:33])[F:34])[cH:28][cH:29][cH:30]4)=[O:35])[CH2:18]3)[CH2:13][CH2:14]2)[cH:7][n:8]1.